This data is from the Open Reaction Database (ORD), a public repository of structured organic reaction records. The task is: describe an organic reaction: reactants, conditions, products, and yield The reactants are CC(C)C1=C(C(=CC=C1)C(C)C)CC(=O)C=1C(=C(C(=CC1)C(C)C)OS(N)(=O)=O)C(C)C (Sulfamic acid[[2,6-bis(1-methylethyl)phenyl]-acetyl]-2,6-bis(1-methylethyl)phenyl ester), C(C)(C)C1=C(C(=CC=C1)C(C)C)CC(=O)Cl (2,6-diisopropylphenylacetyl chloride), C12(CC3CC(CC(C1)C3)C2)CC(=O)Cl (adamantaneacetyl chloride). Yields the product C12(CC3CC(CC(C1)C3)C2)CC(=O)C=2C(=C(C(=CC2)C(C)C)OS(N)(=O)=O)C(C)C (sulfamic acid[adamantaneacetyl]-2,6-bis-[1-methylethyl]phenyl ester). As a reaction SMILES: CC(C1C=CC=C(C(C)C)C=1CC([C:16]1[C:17]([CH:30]([CH3:32])[CH3:31])=[C:18]([O:25][S:26](=[O:29])(=[O:28])[NH2:27])[C:19]([CH:22]([CH3:24])[CH3:23])=[CH:20][CH:21]=1)=O)C.C(C1C=CC=C(C(C)C)C=1CC(Cl)=O)(C)C.[C:49]12([CH2:59][C:60](Cl)=[O:61])[CH2:58][CH:53]3[CH2:54][CH:55]([CH2:57][CH:51]([CH2:52]3)[CH2:50]1)[CH2:56]2>>[C:49]12([CH2:59][C:60]([C:16]3[C:17]([CH:30]([CH3:32])[CH3:31])=[C:18]([O:25][S:26](=[O:28])(=[O:29])[NH2:27])[C:19]([CH:22]([CH3:24])[CH3:23])=[CH:20][CH:21]=3)=[O:61])[CH2:58][CH:53]3[CH2:54][CH:55]([CH2:57][CH:51]([CH2:52]3)[CH2:50]1)[CH2:56]2. Procedure details: This compound was prepared in the same manner as for the title compound of Example 1, except that 2,6-diisopropylphenylacetyl chloride was replaced with adamantaneacetyl chloride; 1HNMR(CDCl3):1.21 (d, 12H), 1.6-2.0 (m, 15H), 2.15 (s, 2H), 3.4 (m, 2H), 7.15-7.25 (m, 3H) ppm. The reactants are CN(C)C=O, Cc1ncc2c(F)cccc2n1, [H-], [Na+], OCCO. The product is Cc1ncc2c(OCCO)cccc2n1. RXN SMILES: [CH3:19][N:20]([CH3:21])[CH:22]=[O:23].[F:7][c:8]1[c:9]2[cH:10][n:11][c:12]([CH3:18])[n:13][c:14]2[cH:15][cH:16][cH:17]1.[H-:5].[Na+:6].[OH:1][CH2:2][CH2:3][OH:4]>>[O:1]([CH2:2][CH2:3][OH:4])[c:8]1[c:9]2[cH:10][n:11][c:12]([CH3:18])[n:13][c:14]2[cH:15][cH:16][cH:17]1. Reactants: C(C)OC(C1=C(C(=CC=C1)SC1=C(NC2=CC(=CC=C12)Cl)C)OC)=O (3-(6-chloro-2-methyl-1H-indol-3-ylsulfanyl)-2-methoxy-benzoic acid ethyl ester), BrC=1C=NN(C1)CC (4-bromo-1-ethylpyrazole). Product: C(C)OC(C1=C(C(=CC=C1)SC1=C(N(C2=CC(=CC=C12)Cl)C=1C=NN(C1)CC)C)OC)=O (3-[6-Chloro-2-methyl-1-(1-ethyl-1H-pyrazol-4-yl)-1H-indol-3-ylsulfanyl]-2-methoxy-benzoic acid ethyl ester). RXN SMILES: [CH2:1]([O:3][C:4](=[O:25])[C:5]1[CH:10]=[CH:9][CH:8]=[C:7]([S:11][C:12]2[C:20]3[C:15](=[CH:16][C:17]([Cl:21])=[CH:18][CH:19]=3)[NH:14][C:13]=2[CH3:22])[C:6]=1[O:23][CH3:24])[CH3:2].Br[C:27]1[CH:28]=[N:29][N:30]([CH2:32][CH3:33])[CH:31]=1>>[CH2:1]([O:3][C:4](=[O:25])[C:5]1[CH:10]=[CH:9][CH:8]=[C:7]([S:11][C:12]2[C:20]3[C:15](=[CH:16][C:17]([Cl:21])=[CH:18][CH:19]=3)[N:14]([C:27]3[CH:28]=[N:29][N:30]([CH2:32][CH3:33])[CH:31]=3)[C:13]=2[CH3:22])[C:6]=1[O:23][CH3:24])[CH3:2]. Reported procedure: Prepared according to the procedure described in Example 42, Step 4, using the following starting materials: 3-(6-chloro-2-methyl-1H-indol-3-ylsulfanyl)-2-methoxy-benzoic acid ethyl ester and 4-bromo-1-ethylpyrazole. Starting materials: C(#N)C1=CC2=NC=CC(=C2S1)OC1=C(C=C(C=C1)NC(=O)C=1C(N(N=CC1)C1=CC=C(C=C1)F)=O)F (N-(4-(2-cyanothieno[3,2-b]pyridin-7-yloxy) -3-fluorophenyl)-2-(4-fluorophenyl)-3-oxo-2,3-dihydropyridazine-4-carboxamide), OS(=O)(=O)O (H2SO4). Run at time 17 hour. Product: FC1=C(OC2=C3C(=NC=C2)C=C(S3)C(=O)N)C=CC(=C1)NC(=O)C=1C(N(N=CC1)C1=CC=C(C=C1)F)=O (7-(2-fluoro-4-(2-(4-fluorophenyl)-3-oxo-2,3-dihydropyridazine-4-carboxamido)phenoxy)thieno[3,2-b]pyridine-2-carboxamide). Reaction SMILES: [C:1]([C:3]1[S:11][C:10]2[C:5](=[N:6][CH:7]=[CH:8][C:9]=2[O:12][C:13]2[CH:18]=[CH:17][C:16]([NH:19][C:20]([C:22]3[C:23](=[O:35])[N:24]([C:28]4[CH:33]=[CH:32][C:31]([F:34])=[CH:30][CH:29]=4)[N:25]=[CH:26][CH:27]=3)=[O:21])=[CH:15][C:14]=2[F:36])[CH:4]=1)#[N:2].[OH:37]S(O)(=O)=O>>[F:36][C:14]1[CH:15]=[C:16]([NH:19][C:20]([C:22]2[C:23](=[O:35])[N:24]([C:28]3[CH:29]=[CH:30][C:31]([F:34])=[CH:32][CH:33]=3)[N:25]=[CH:26][CH:27]=2)=[O:21])[CH:17]=[CH:18][C:13]=1[O:12][C:9]1[CH:8]=[CH:7][N:6]=[C:5]2[CH:4]=[C:3]([C:1]([NH2:2])=[O:37])[S:11][C:10]=12. Procedure details: A mixture of N-(4-(2-cyanothieno[3,2-b]pyridin-7-yloxy)-3-fluorophenyl)-2-(4-fluorophenyl)-3-oxo-2,3-dihydropyridazine-4-carboxamide (Example 173, Step B, 10 mg, 0.02 mmol) and H2SO4 (0.53 mL, 9.97 mmol) was stirred at room temperature for 17 hours. The reaction mixture was quenched with ice. The mixture was treated with 2N NaOH, extracted with CH2Cl2 (500 mL) and DMF (40 mL), dried over MgSO4, and concentrated to afford the desired product which was rinsed with Et2O. LRMS (APCI pos) m/e 520.3 (... Starting materials: O=C([O-])[O-], CS(C)=O, Cc1cc(Cl)c(C)c([N+](=O)[O-])c1, Oc1ccc(Cl)c2ccccc12, [K+], [K+]. Yields the product Cc1cc([N+](=O)[O-])c(C)c(Cl)c1Oc1ccc(Cl)c2ccccc12. As a reaction SMILES: [C:25](=[O:26])([O-:27])[O-:28].[CH3:31][S:32]([CH3:33])=[O:34].[Cl:13][c:14]1[c:15]([CH3:24])[c:16]([N+:21](=[O:22])[O-:23])[cH:17][c:18]([CH3:20])[cH:19]1.[Cl:1][c:2]1[cH:3][cH:4][c:5]([OH:12])[c:6]2[cH:7][cH:8][cH:9][cH:10][c:11]12.[K+:29].[K+:30]>>[Cl:1][c:2]1[cH:3][cH:4][c:5]([O:12][c:19]2[c:14]([Cl:13])[c:15]([CH3:24])[c:16]([N+:21](=[O:22])[O-:23])[cH:17][c:18]2[CH3:20])[c:6]2[cH:7][cH:8][cH:9][cH:10][c:11]12. Starting materials: CCOC(=O)C(=NOC(c1ccccc1)(c1ccccc1)c1ccccc1)c1csc(NC(c2ccccc2)(c2ccccc2)c2ccccc2)n1, c1ccc(Oc2ccccc2)cc1. The product is O=C(O)C(=NOC(c1ccccc1)(c1ccccc1)c1ccccc1)c1csc(NC(c2ccccc2)(c2ccccc2)c2ccccc2)n1. As a reaction SMILES: [CH2:1]([CH3:2])[O:3][C:4]([C:5](=[N:6][O:7][C:8]([c:9]1[cH:10][cH:11][cH:12][cH:13][cH:14]1)([c:15]1[cH:16][cH:17][cH:18][cH:19][cH:20]1)[c:21]1[cH:22][cH:23][cH:24][cH:25][cH:26]1)[c:27]1[n:28][c:29]([NH:32][C:33]([c:34]2[cH:35][cH:36][cH:37][cH:38][cH:39]2)([c:40]2[cH:41][cH:42][cH:43][cH:44][cH:45]2)[c:46]2[cH:47][cH:48][cH:49][cH:50][cH:51]2)[s:30][cH:31]1)=[O:52].[O:53]([c:54]1[cH:55][cH:56][cH:57][cH:58][cH:59]1)[c:60]1[cH:61][cH:62][cH:63][cH:64][cH:65]1>>[O:3]=[C:4]([C:5](=[N:6][O:7][C:8]([c:9]1[cH:10][cH:11][cH:12][cH:13][cH:14]1)([c:15]1[cH:16][cH:17][cH:18][cH:19][cH:20]1)[c:21]1[cH:22][cH:23][cH:24][cH:25][cH:26]1)[c:27]1[n:28][c:29]([NH:32][C:33]([c:34]2[cH:35][cH:36][cH:37][cH:38][cH:39]2)([c:40]2[cH:41][cH:42][cH:43][cH:44][cH:45]2)[c:46]2[cH:47][cH:48][cH:49][cH:50][cH:51]2)[s:30][cH:31]1)[OH:52]. The reactants are C(C)(=O)C1=C(C=C(C#N)C=C1)Cl (4-acetyl-3-chlorobenzonitrile), [B].[Na] (sodium boron). Run in C1CCOC1 (THF). Run at time 18 hour. The product is ClC=1C=C(C#N)C=CC1C(C)O (3-Chloro-4-(1-hydroxyethyl)benzonitrile). As a reaction SMILES: [C:1]([C:4]1[CH:11]=[CH:10][C:7]([C:8]#[N:9])=[CH:6][C:5]=1[Cl:12])(=[O:3])[CH3:2].[B].[Na]>C1COCC1>[Cl:12][C:5]1[CH:6]=[C:7]([CH:10]=[CH:11][C:4]=1[CH:1]([OH:3])[CH3:2])[C:8]#[N:9] |f:1.2,^1:13|. Procedure details: To a solution of 1.5 g of 4-acetyl-3-chlorobenzonitrile in 25 ml anhydrous THF is added 158 mg sodium boron hybrid at 0° C. The ice bath is removed and the reaction mixture is stirred for 18 h at room temperature. The reaction mixture is poured into 90 ml of 1N aqueous HCl solution. The aqueous layer is extracted with ethyl acetate (3×50 ml). The combined organic layers are washed with a saturated solution of sodium chloride (100 ml), dried over MgSO4 and evaporated to dryness under reduced pres... Reactants: polymer A, CC(=O)OC=C.C=CO.C=COCOC=C (polyvinylformal), CC(=O)OC=C.C=CO.C=COCOC=C (polyvinylformal), C(C)(=O)OC=C (vinyl acetate), OC1=C(C=C(C=C1)C)N1N=C2C(=N1)C=CC=C2 (2-(2-hydroxy-5-methylphenyl)-2H-benzotriazole), steel, 1,3-diaminodioleate, steel, polyurethane, C(=C)O (vinyl alcohol). The reagents and catalysts are C(CCCCCCCCCCCCCCCCC)(=O)[O-].[Zn+2].C(CCCCCCCCCCCCCCCCC)(=O)[O-] (zinc stearate), [O-2].[O-2].[Cr+4] (chromium dioxide). Run in O1CCCC1 (tetrahydrofuran). Reaction conditions: time 70 hour. Product: triisocyanate, C(O)C(CC)(CO)CO (trimethylolpropane). Reaction SMILES: CC([O:4][CH:5]=[CH2:6])=O.C=[CH:8][OH:9].C=[CH:11][O:12]COC=C.[C:17](OC=C)(=O)[CH3:18].C(O)=C.OC1C=CC(C)=CC=1N1N=C2C=CC=CC2=N1>C([O-])(=O)CCCCCCCCCCCCCCCCC.[Zn+2].C([O-])(=O)CCCCCCCCCCCCCCCCC.[O-2].[O-2].[Cr+4].O1CCCC1>[CH2:11]([C:6]([CH2:5][OH:4])([CH2:8][OH:9])[CH2:17][CH3:18])[OH:12] |f:0.1.2,6.7.8,9.10.11|. Procedure: 100,000 parts of steel balls, 5,000 parts of the 12.5% strength solution of the polyurethane elastomer stated in Example A, 3,000 parts of a 10% strength solution of a polyvinylformal, consisting of 82% of vinylformal, 12% of vinyl acetate and 6% of vinyl alcohol units, 135 parts of N-tallow fat-1,3-diaminodioleate, 270 parts of zinc stearate, 40 parts of polyisobutene (C24 -C28), 185 parts of 2-(2-hydroxy-5-methylphenyl)-2H-benzotriazole and 13,500 parts of a ferromagnetic chromium dioxide pigm... The reactants are S1C=C(C=C1)C(C(=O)O)=O (Thien-3-ylglyoxylic acid), C(C)(C)(C)OC(=O)CON (t-butoxycarbonylmethoxyamine). The solvent is C(Cl)(Cl)(Cl)Cl (carbon tetrachloride). The product is C(C)(C)(C)OC(=O)CON=C(C(=O)O)C1=CSC=C1 (2-t-Butoxycarbonylmethoxyimino-2-(thien-3-yl)acetic Acid). Reaction SMILES: [S:1]1[CH:5]=[CH:4][C:3]([C:6](=O)[C:7]([OH:9])=[O:8])=[CH:2]1.[C:11]([O:15][C:16]([CH2:18][O:19][NH2:20])=[O:17])([CH3:14])([CH3:13])[CH3:12]>C(Cl)(Cl)(Cl)Cl>[C:11]([O:15][C:16]([CH2:18][O:19][N:20]=[C:6]([C:3]1[CH:4]=[CH:5][S:1][CH:2]=1)[C:7]([OH:9])=[O:8])=[O:17])([CH3:14])([CH3:13])[CH3:12]. Reported procedure: Thien-3-ylglyoxylic acid and t-butoxycarbonylmethoxyamine were reacted as described in Preparation 1 to give the title compound, m.p. 102.6°-104.4° (from carbon tetrachloride); λmax (pH6 phosphate buffer) 258 nm (ε 13,700).